Dataset: the Open Reaction Database (ORD), a public repository of structured organic reaction records. Task: describe an organic reaction: reactants, conditions, products, and yield Starting materials: BrCC(CBr)OCc1ccccc1, CC(C)N, O. Yields the product CC(C)N1CC(OCc2ccccc2)C1. Reaction SMILES: [CH2:1]([c:2]1[cH:3][cH:4][cH:5][cH:6][cH:7]1)[O:8][CH:9]([CH2:10][Br:13])[CH2:12][Br:11].[CH:14]([CH3:15])([CH3:16])[NH2:17].[OH2:18]>>[CH2:1]([c:2]1[cH:3][cH:4][cH:5][cH:6][cH:7]1)[O:8][CH:9]1[CH2:10][N:17]([CH:14]([CH3:15])[CH3:16])[CH2:12]1. Yields the product C(C)(C)(C)OC(=O)NCCCCCCC[C@@H](C(=O)OCC)N[C@H]1CSC2=C(N(C1=O)CC(=O)OC(C)(C)C)C=CC=C2 (tert-butyl 3(R)-[8-tert-butoxycarbonylamino-1(S)-ethoxycarbonyloctyl]amino-4-oxo-2,3,4,5-tetrahydro-1,5-benzothiazepine-5-acetate). Run at time 8 hour. Procedure details: In 10 ml of ethanol is dissolved 0.9 g of tert-butyl 3(R)-[1(S)-ethoxycarbonyl-8-phthalimidooctyl]amino-4-oxo-2,3,4,5-tetrahydro-1,5-benzothiazepine-5-acetate, and 0.35 g of hydrazine hydrate is added to the solution. After the mixture is left standing at room temperature overnight, the mixture is concentrated under reduced pressure, diluted with water and extracted four times with 50 ml of ethyl acetate. Water (50 ml) and 1.0 g of sodium bicarbonate are added to the ethyl acetate layer, and 0.4... Yield: 184.2%. Run in C(C)O (ethanol). RXN SMILES: [CH2:1]([O:3][C:4]([C@@H:6]([NH:25][C@@H:26]1[C:32](=[O:33])[N:31]([CH2:34][C:35]([O:37][C:38]([CH3:41])([CH3:40])[CH3:39])=[O:36])[C:30]2[CH:42]=[CH:43][CH:44]=[CH:45][C:29]=2[S:28][CH2:27]1)[CH2:7][CH2:8][CH2:9][CH2:10][CH2:11][CH2:12][CH2:13][N:14]1[C:18](=[O:19])C2=CC=CC=C2C1=O)=[O:5])[CH3:2].[OH2:46].NN>C(O)C>[C:38]([O:46][C:18]([NH:14][CH2:13][CH2:12][CH2:11][CH2:10][CH2:9][CH2:8][CH2:7][C@H:6]([NH:25][C@@H:26]1[C:32](=[O:33])[N:31]([CH2:34][C:35]([O:37][C:38]([CH3:39])([CH3:41])[CH3:40])=[O:36])[C:30]2[CH:42]=[CH:43][CH:44]=[CH:45][C:29]=2[S:28][CH2:27]1)[C:4]([O:3][CH2:1][CH3:2])=[O:5])=[O:19])([CH3:41])([CH3:40])[CH3:39] |f:1.2|. Reactants: C(C)OC(=O)[C@H](CCCCCCCN1C(C=2C(C1=O)=CC=CC2)=O)N[C@H]2CSC1=C(N(C2=O)CC(=O)OC(C)(C)C)C=CC=C1 (tert-butyl 3(R)-[1(S)-ethoxycarbonyl-8-phthalimidooctyl]amino-4-oxo-2,3,4,5-tetrahydro-1,5-benzothiazepine-5-acetate), O.NN (hydrazine hydrate). Reactants: FC1=C(COC=2C=3N(C=CC2)C(=C(N3)C)C(=O)NC(CO)(C)C=3N=NNN3)C(=CC=C1)F (8-[(2,6-difluorobenzyl)oxy]-N-[1-hydroxy-2-(2H-tetrazol-5-yl)propan-2-yl]-2-methylimidazo[1,2-a]pyridine-3-carboxamide), C([O-])([O-])=O.[K+].[K+] (potassium carbonate), CI (methyl iodide), C(C)(C)OC(C)C (diisopropyl ether). The solvent is CN(C)C=O (DMF), C(C)(C)O (isopropyl alcohol), O (water). Run at time 2 hour. Product: FC1=C(COC=2C=3N(C=CC2)C(=C(N3)C)C(=O)NC(CO)(C)C=3N=NN(N3)C)C(=CC=C1)F (8-[(2,6-difluorobenzyl)oxy]-N-[1-hydroxy-2-(2-methyl-2H-tetrazol-5-yl)propan-2-yl]-2-methylimidazo[1,2-a]pyridine-3-carboxamide). The yield is 28.9%. As a reaction SMILES: [F:1][C:2]1[CH:31]=[CH:30][CH:29]=[C:28]([F:32])[C:3]=1[CH2:4][O:5][C:6]1[C:7]2[N:8]([C:12]([C:16]([NH:18][C:19]([C:23]3[N:24]=[N:25][NH:26][N:27]=3)([CH3:22])[CH2:20][OH:21])=[O:17])=[C:13]([CH3:15])[N:14]=2)[CH:9]=[CH:10][CH:11]=1.[C:33](=O)([O-])[O-].[K+].[K+].CI.C(OC(C)C)(C)C>CN(C=O)C.C(O)(C)C.O>[F:32][C:28]1[CH:29]=[CH:30][CH:31]=[C:2]([F:1])[C:3]=1[CH2:4][O:5][C:6]1[C:7]2[N:8]([C:12]([C:16]([NH:18][C:19]([C:23]3[N:27]=[N:26][N:25]([CH3:33])[N:24]=3)([CH3:22])[CH2:20][OH:21])=[O:17])=[C:13]([CH3:15])[N:14]=2)[CH:9]=[CH:10][CH:11]=1 |f:1.2.3|. Procedure: To a solution of 245 mg of 8-[(2,6-difluorobenzyl)oxy]-N-[1-hydroxy-2-(2H-tetrazol-5-yl)propan-2-yl]-2-methylimidazo[1,2-a]pyridine-3-carboxamide in 5 ml of DMF were added 200 mg of potassium carbonate and 50 μl of methyl iodide, followed by stirring at room temperature for 2 hours. To the reaction mixture was added water, followed by extraction with ethyl acetate. The organic layer was washed with water and a saturated aqueous sodium chloride solution, and dried over anhydrous magnesium sulfate... Reactants: COc1ccc(N=C=O)cc1, Cc1ccc(N)cc1C(=O)c1ccc(Nc2ccc(F)cc2F)cc1Cl, C1COCCO1. Product: COc1ccc(NC(=O)Nc2ccc(C)c(C(=O)c3ccc(Nc4ccc(F)cc4F)cc3Cl)c2)cc1. RXN SMILES: [CH3:27][O:28][c:29]1[cH:30][cH:31][c:32]([N:35]=[C:36]=[O:37])[cH:33][cH:34]1.[NH2:1][c:2]1[cH:3][cH:4][c:5]([CH3:26])[c:6]([C:8](=[O:9])[c:10]2[c:11]([Cl:25])[cH:12][c:13]([NH:16][c:17]3[c:18]([F:24])[cH:19][c:20]([F:23])[cH:21][cH:22]3)[cH:14][cH:15]2)[cH:7]1.[O:38]1[CH2:39][CH2:40][O:41][CH2:42][CH2:43]1>>[NH:1]([c:2]1[cH:3][cH:4][c:5]([CH3:26])[c:6]([C:8](=[O:9])[c:10]2[c:11]([Cl:25])[cH:12][c:13]([NH:16][c:17]3[c:18]([F:24])[cH:19][c:20]([F:23])[cH:21][cH:22]3)[cH:14][cH:15]2)[cH:7]1)[C:36]([NH:35][c:32]1[cH:31][cH:30][c:29]([O:28][CH3:27])[cH:34][cH:33]1)=[O:37]. Starting materials: CS(=O)(=O)N1CCN(CC1)C1=CC=C(C=C1)OS(=O)(=O)C (Methanesulfonic acid 4-(4-methanesulfonylpiperazin-1-yl)phenyl ester), aqueous solution, [OH-].[Na+] (sodium hydroxide). Run in C(C)(=O)O (Acetic acid). The product is CS(=O)(=O)N1CCN(CC1)C1=CC=C(C=C1)O (4-(4-methanesulfonylpiperazin-1-yl)phenol). The yield is 106.8%. RXN SMILES: [CH3:1][S:2]([N:5]1[CH2:10][CH2:9][N:8]([C:11]2[CH:16]=[CH:15][C:14]([O:17]S(C)(=O)=O)=[CH:13][CH:12]=2)[CH2:7][CH2:6]1)(=[O:4])=[O:3].[OH-].[Na+]>C(O)(=O)C>[CH3:1][S:2]([N:5]1[CH2:6][CH2:7][N:8]([C:11]2[CH:16]=[CH:15][C:14]([OH:17])=[CH:13][CH:12]=2)[CH2:9][CH2:10]1)(=[O:3])=[O:4] |f:1.2|. Procedure details: Methanesulfonic acid 4-(4-methanesulfonylpiperazin-1-yl)phenyl ester (3.2 g, 9.5 mmol) is placed in 29 ml of a 1N aqueous solution of sodium hydroxide. The reaction medium is stirred at reflux for 48 h. Acetic acid is added at ambient temperature to pH 4. The precipitate formed is filter-dried and washed with water and then dried over P2O5. 2.6 g of expected 4-(4-methanesulfonylpiperazin-1-yl)phenol are obtained. Reactants: NC=1C=C2C(=CN(C2=CC1)C)C=1C(OC(C1C1=CN(C2=CC=CC=C12)C)=O)=O (3-(5-amino-1-methyl-3-indolyl)-4-(1-methyl-3-indolyl)furan-2,5-dione), N (ammonia), CN(C)C=O (DMF). Conditions: temperature 140 celsius. Product: NC=1C=C2C(=CN(C2=CC1)C)C=1C(NC(C1C1=CN(C2=CC=CC=C12)C)=O)=O (3-(5-amino-1-methyl-3-indolyl)-4-(1-methyl-3-indolyl)-1H-pyrrole-2,5-dione). Reaction SMILES: N[C:2]1[CH:3]=[C:4]2[C:8](=[CH:9][CH:10]=1)[N:7]([CH3:11])[CH:6]=[C:5]2[C:12]1[C:13](=[O:28])O[C:15](=[O:27])[C:16]=1[C:17]1[C:25]2[C:20](=[CH:21][CH:22]=[CH:23][CH:24]=2)[N:19]([CH3:26])[CH:18]=1.[NH3:29].C[N:31](C=O)C>>[NH2:29][C:23]1[CH:24]=[C:25]2[C:20](=[CH:21][CH:22]=1)[N:19]([CH3:26])[CH:18]=[C:17]2[C:16]1[C:15](=[O:27])[NH:31][C:13](=[O:28])[C:12]=1[C:5]1[C:4]2[C:8](=[CH:9][CH:10]=[CH:2][CH:3]=2)[N:7]([CH3:11])[CH:6]=1. Procedure: 0.17 g of 3-(5-amino-1-methyl-3-indolyl)-4-(1-methyl-3-indolyl)furan-2,5-dione was treated with 4 ml of DMF and 30 ml of 33% aqueous ammonia and the mixture was heated at 140° C. for 4 hours. The cooled solution was filtered and the residue was washed with water to give 0.08 g of 3-(5-amino-1-methyl-3-indolyl)-4-(1-methyl-3-indolyl)-1H-pyrrole-2,5-dione, m.p. 254°-256° C.